From a dataset of the Open Reaction Database (ORD), a public repository of structured organic reaction records. describe an organic reaction: reactants, conditions, products, and yield Yields the product ClC1=CC=C(C=C1)C1=NOC2=C1C=CC(=C2)S(=O)C(C(=O)O)(C)C (2-[[3-(4-chlorophenyl)-1,2-benzisoxazol-6-yl]sulfinyl]-2-methylpropionic acid). Starting materials: ClC1=CC=C(C=C1)C1=NOC2=C1C=CC(=C2)SC(C(=O)O)(C)C (2-[[3-(4-chlorophenyl)-1,2-benzisoxazol-6-yl]thio]-2-methylpropionic acid), OO (H2O2). Yield: 58.0%. Solvent: Cl (HCl), C(C)(=O)O (acetic acid). Conditions: time 4 hour. RXN SMILES: [Cl:1][C:2]1[CH:7]=[CH:6][C:5]([C:8]2[C:12]3[CH:13]=[CH:14][C:15]([S:17][C:18]([CH3:23])([CH3:22])[C:19]([OH:21])=[O:20])=[CH:16][C:11]=3[O:10][N:9]=2)=[CH:4][CH:3]=1.[OH:24]O>C(O)(=O)C.Cl>[Cl:1][C:2]1[CH:7]=[CH:6][C:5]([C:8]2[C:12]3[CH:13]=[CH:14][C:15]([S:17]([C:18]([CH3:23])([CH3:22])[C:19]([OH:21])=[O:20])=[O:24])=[CH:16][C:11]=3[O:10][N:9]=2)=[CH:4][CH:3]=1. Procedure details: 5.56 g (16.0 mmol) of 2-[[3-(4-chlorophenyl)-1,2-benzisoxazol-6-yl]thio]-2-methylpropionic acid and 6 ml of 30% H2O2 were combined in 200 ml glacial acetic acid. The mixture was stirred at room temperature and monitored by TLC for the disappearance of starting material and the appearance of product. After about four hours the reaction was stopped by diluting with excess 3N HCl. The resulting precipitate was filtered and washed several times with cold toluene to yield white crystals, 3.38 g (58%)... Starting materials: ClC1=C(OC2=C(COCC3CC4=C(N(C=N4)C(C4=CC=CC=C4)(C4=CC=CC=C4)C4=CC=CC=C4)CC3)C=CC=C2)C=CC(=C1)Cl (5-[2-(2,4-dichlorophenoxy)benzyloxymethyl]-1-triphenylmethyl-4,5,6,7-tetrahydro-1H-benzimidazole), ClC1=C(OC2=C(COCC3CC4=C(N=CN4C(C4=CC=CC=C4)(C4=CC=CC=C4)C4=CC=CC=C4)CC3)C=CC=C2)C=CC(=C1)Cl (5-[2-(2,4-dichlorophenoxy)benzyloxymethyl]-3-triphenylmethyl-4,5,6,7-tetrahydro-3H-benzimidazole), C(C)(=O)O (acetic acid). Run in O (water). Run at temperature 70 celsius. Product: ClC1=C(OC2=C(COCC3CC4=C(NC=N4)CC3)C=CC=C2)C=CC(=C1)Cl (5-[(2-(2,4-Dichlorophenoxy)benzyloxy)methyl]-4,5,6,7-tetrahydro-1H-benzimidazole). Reaction SMILES: [Cl:1][C:2]1[CH:45]=[C:44]([Cl:46])[CH:43]=[CH:42][C:3]=1[O:4][C:5]1[CH:41]=[CH:40][CH:39]=[CH:38][C:6]=1[CH2:7][O:8][CH2:9][CH:10]1[CH2:37][CH2:36][C:13]2[N:14](C(C3C=CC=CC=3)(C3C=CC=CC=3)C3C=CC=CC=3)[CH:15]=[N:16][C:12]=2[CH2:11]1.ClC1C=C(Cl)C=CC=1OC1C=CC=CC=1COCC1CCC2N=CN(C(C3C=CC=CC=3)(C3C=CC=CC=3)C3C=CC=CC=3)C=2C1.C(O)(=O)C>O>[Cl:1][C:2]1[CH:45]=[C:44]([Cl:46])[CH:43]=[CH:42][C:3]=1[O:4][C:5]1[CH:41]=[CH:40][CH:39]=[CH:38][C:6]=1[CH2:7][O:8][CH2:9][CH:10]1[CH2:37][CH2:36][C:13]2[NH:14][CH:15]=[N:16][C:12]=2[CH2:11]1. Reported procedure: A soution of a mixture of 5-[2-(2,4-dichlorophenoxy)benzyloxymethyl]-1-triphenylmethyl-4,5,6,7-tetrahydro-1H-benzimidazole and 5-[2-(2,4-dichlorophenoxy)benzyloxymethyl]-3-triphenylmethyl-4,5,6,7-tetrahydro-3H-benzimidazole (356 mg, 0.55 mmol) in a mixture of glacial acetic acid (9 ml) and water (1 ml) was heated to 70° C. for 2 hours. The reaction mixture was cooled to room temperature. The solvent was removed in vacuo. The crude product was purified by flash chromatography on silica (80 g), us... Starting materials: C(#N)C1=CC=C(C(=O)[C@@H]2[C@@H](C2)C(=O)O)C=C1 (cis-2-(p-cyanobenzoyl)-cyclopropanecarboxylic acid), O.NN (hydrazine hydrate). Solvent: C(C)O (ethanol). Yields the product C(#N)C1=CC=C(C=C1)C=1C2CC2C(NN1)=O (2-(p-cyanophenyl)-3,4-diaza-bicyclo[4.1.0]hept-2-en-5-one). Isolated yield 66.4%. RXN SMILES: [C:1]([C:3]1[CH:16]=[CH:15][C:6]([C:7]([C@H:9]2[CH2:11][C@H:10]2[C:12](O)=[O:13])=O)=[CH:5][CH:4]=1)#[N:2].O.[NH2:18][NH2:19]>C(O)C>[C:1]([C:3]1[CH:16]=[CH:15][C:6]([C:7]2[CH:9]3[CH:10]([C:12](=[O:13])[NH:18][N:19]=2)[CH2:11]3)=[CH:5][CH:4]=1)#[N:2] |f:1.2|. Procedure: 2.45 g (11.4 millimoles) of cis-2-(p-cyanobenzoyl)-cyclopropanecarboxylic acid, 0.57 g (11.4 millimoles) of hydrazine hydrate and 50 ml of ethanol are refluxed for 6 hours. After filtering off the product at 10° C. and drying it under reduced pressure at 50° C., 1.6 g (67% of theory) of 2-(p-cyanophenyl)-3,4-diaza-bicyclo[4.1.0]hept-2-en-5-one are obtained as ocher crystals which are identical with the compound from Example 39. The reactants are FC1=C(C(=O)NC2=CC(NC=C2)=O)C=CC(=C1)C(F)(F)F (2-Fluoro-N-(2-oxo-1H-pyridin-4-yl)-4-(trifluoromethyl)benzamide), C([O-])([O-])=O.[K+].[K+] (potassium carbonate), FC1=CC(=C(C=C1)O)CO (4-fluoro-2-(hydroxymethyl)phenol). The solvent is CN1C(CCC1)=O (1-methylpyrrolidin-2-one). Conditions: temperature 80 celsius, time 10 minute. Yields the product FC1=CC(=C(OC2=C(C(=O)NC3=CC(NC=C3)=O)C=CC(=C2)C(F)(F)F)C=C1)CO (2-(4-fluoro-2-(hydroxymethyl)phenoxy)-N-(2-oxo-1,2-dihydropyridin-4-yl)-4-(trifluoromethyl)benzamide). Yield: 1.2%. As a reaction SMILES: F[C:2]1[CH:17]=[C:16]([C:18]([F:21])([F:20])[F:19])[CH:15]=[CH:14][C:3]=1[C:4]([NH:6][C:7]1[CH:12]=[CH:11][NH:10][C:9](=[O:13])[CH:8]=1)=[O:5].C(=O)([O-])[O-].[K+].[K+].[F:28][C:29]1[CH:34]=[CH:33][C:32]([OH:35])=[C:31]([CH2:36][OH:37])[CH:30]=1>CN1CCCC1=O>[F:28][C:29]1[CH:34]=[CH:33][C:32]([O:35][C:2]2[CH:17]=[C:16]([C:18]([F:21])([F:20])[F:19])[CH:15]=[CH:14][C:3]=2[C:4]([NH:6][C:7]2[CH:12]=[CH:11][NH:10][C:9](=[O:13])[CH:8]=2)=[O:5])=[C:31]([CH2:36][OH:37])[CH:30]=1 |f:1.2.3|. Procedure details: 2-Fluoro-N-(2-oxo-1H-pyridin-4-yl)-4-(trifluoromethyl)benzamide (625.3 mg, 2.08 mmol), potassium carbonate (287.9 mg, 2.08 mmol) and 4-fluoro-2-(hydroxymethyl)phenol (296 mg, 2.08 mmol) were added to 1-methylpyrrolidin-2-one (3.0 mL) and the reaction was stirred at 80° C. for 10 minutes. The reaction was filtered and the compound was purified by reverse phase preparative chromatography utilizing a gradient of 10-99% acetonitrile in water containing HCl as a modifier to yield 2-[4-fluoro-2-(hydro... Reactants: Brc1ccccc1, CC(=O)c1cc(C(C)=O)cc(C(C)(C)C)c1, C1CCOC1, [Li]CCCC. Product: CC(=O)c1cc(C(C)(C)C)cc(C(C)(O)c2ccccc2)c1. As a reaction SMILES: [Br:1][c:2]1[cH:3][cH:4][cH:5][cH:6][cH:7]1.[C:13]([CH3:14])(=[O:15])[c:16]1[cH:17][c:18]([C:26]([CH3:27])=[O:28])[cH:19][c:20]([C:22]([CH3:23])([CH3:24])[CH3:25])[cH:21]1.[CH2:29]1[O:30][CH2:31][CH2:32][CH2:33]1.[CH3:8][CH2:9][CH2:10][CH2:11][Li:12]>>[c:2]1([C:26]([c:18]2[cH:17][c:16]([C:13]([CH3:14])=[O:15])[cH:21][c:20]([C:22]([CH3:23])([CH3:24])[CH3:25])[cH:19]2)([CH3:27])[OH:28])[cH:3][cH:4][cH:5][cH:6][cH:7]1. Starting materials: C(#C)[Mg]Br (ethynyl magnesium bromide), FC(C(=O)C(F)(F)F)(F)F (hexafluoro acetone). The solvent is solution. Yields the product FC(C(C#C)(O)C(F)(F)F)(F)F (1,1,1-trifluoro-2-trifluoromethyl-but-3-yn-2-ol). Reaction SMILES: [C:1]([Mg]Br)#[CH:2].[F:5][C:6]([F:14])([F:13])[C:7]([C:9]([F:12])([F:11])[F:10])=[O:8]>>[F:5][C:6]([F:14])([F:13])[C:7]([C:9]([F:12])([F:11])[F:10])([OH:8])[C:1]#[CH:2]. Procedure details: To a 100 ml solution of ethynyl magnesium bromide (0.5 M in THF) in an acetone-ethanol dry ice bath was bubbled hexafluoro acetone gas (6.1 g, 36.7 mmol) over 2 h. The reaction mixture was warmed to r.t and then refluxed for 0.5 h. The reaction mixture was quenched with aqueous NH4Cl solution and extracted with ether. The combined organic phases were washed with brine, and dried over MgSO4. A liquid mixture of 1,1,1-trifluoro-2-trifluoromethyl-but-3-yn-2-ol with THF at b.p. 100-103° C. (4.7 g, c... Reactants: C(C1=CC=CC=C1)(C1=CC=CC=C1)N (Benzhydrylamine), C(C)(C)N(CC)C(C)C (diisopropylethylamine), 2h, N([C@@H](CCCNC(NS(=O)(=O)C1=CC=C(C)C=C1)=N)C(=O)O)C(=O)OC(C)(C)C (Boc-Arg(Tos)), C1=CC(=C(N=C1)C2=C(C=CC(=C2)Br)F)F (0-Pyridine), CC1=CC=C(C=C1)S(=O)(=O)NC(=NCCC[C@@H](C(=O)O)NC(=O)OC(C)(C)C)N (Boc Arg (Tos)-OH), C1CCC(CC1)N=C=NC2CCCCC2 (DCC), N[C@@H](CCCNC(N)=N)C(=O)O (Arg). Run in CN(C)C=O.C(Cl)Cl (DMF CH2Cl2). The product is N([C@@H](CCCNC(NS(=O)(=O)C1=CC=C(C)C=C1)=N)C(=O)O)C(=O)OC(C)(C)C.C(C1=CC=CC=C1)(C1=CC=CC=C1)N (Boc-Arg(Tos) Benzhydrylamine). Reaction SMILES: [CH:1]([NH2:14])([C:8]1[CH:13]=[CH:12][CH:11]=[CH:10][CH:9]=1)[C:2]1[CH:7]=[CH:6][CH:5]=[CH:4][CH:3]=1.[CH3:15][C:16]1[CH:21]=[CH:20][C:19]([S:22]([NH:25][C:26]([NH2:43])=[N:27][CH2:28][CH2:29][CH2:30][C@H:31]([NH:35][C:36]([O:38][C:39]([CH3:42])([CH3:41])[CH3:40])=[O:37])[C:32]([OH:34])=[O:33])(=[O:24])=[O:23])=[CH:18][CH:17]=1.C1CCC(N=C=NC2CCCCC2)CC1.C(N(C(C)C)CC)(C)C.N[C@H](C(O)=O)CCCNC(=N)N.C1C=NC(C2C=C(Br)C=CC=2F)=C(F)C=1>CN(C=O)C.C(Cl)Cl>[NH:35]([C:36]([O:38][C:39]([CH3:42])([CH3:41])[CH3:40])=[O:37])[C@H:31]([C:32]([OH:34])=[O:33])[CH2:30][CH2:29][CH2:28][NH:27][C:26](=[NH:43])[NH:25][S:22]([C:19]1[CH:20]=[CH:21][C:16]([CH3:15])=[CH:17][CH:18]=1)(=[O:24])=[O:23].[CH:1]([NH2:14])([C:8]1[CH:9]=[CH:10][CH:11]=[CH:12][CH:13]=1)[C:2]1[CH:7]=[CH:6][CH:5]=[CH:4][CH:3]=1 |f:6.7,8.9|. Procedure: Benzhydrylamine-resin (40.44g 0.5 mmol/g, 20.22 mmol) was coupled with Boc Arg (Tos)-OH(34.6g, 80.7 mmol) in 25% DMF-CH2Cl2 with DCC (16.78g, 81.4 mmol) for 2h followed by the addition of 1% diisopropylethylamine and reacted for 0.5 h longer. The resultant Boc-Arg (Tos)-BHA-resin was washed with CH2Cl2 (3×250 mL), MeOH(3×250 mL), CH2Cl2 (3×250 mL) and dried. The couplings and washing procedures were repeated and an aliquot was hydrolyzed (1 mL of 6M propionic acid/HCl at 130° for 2 h). Amino aci... Reactants: C1CCOC1, Cc1nc(-c2cc(C)c(O)c(C)c2)no1, CCOC(=O)N=NC(=O)OCC, OCCCc1cnc2ccccc2c1, c1ccc(P(c2ccccc2)c2ccccc2)cc1. Product: Cc1nc(-c2cc(C)c(OCCCc3cnc4ccccc4c3)c(C)c2)no1. Reaction SMILES: [CH2:61]1[O:62][CH2:63][CH2:64][CH2:65]1.[CH3:15][c:16]1[n:17][c:18](-[c:21]2[cH:22][c:23]([CH3:29])[c:24]([OH:28])[c:25]([CH3:27])[cH:26]2)[n:19][o:20]1.[O:30]=[C:31]([O:32][CH2:33][CH3:34])[N:35]=[N:36][C:37]([O:38][CH2:39][CH3:40])=[O:41].[OH:1][CH2:2][CH2:3][CH2:4][c:5]1[cH:6][n:7][c:8]2[cH:9][cH:10][cH:11][cH:12][c:13]2[cH:14]1.[c:42]1([P:43]([c:44]2[cH:45][cH:46][cH:47][cH:48][cH:49]2)[c:50]2[cH:51][cH:52][cH:53][cH:54][cH:55]2)[cH:56][cH:57][cH:58][cH:59][cH:60]1>>[O:1]([CH2:2][CH2:3][CH2:4][c:5]1[cH:6][n:7][c:8]2[cH:9][cH:10][cH:11][cH:12][c:13]2[cH:14]1)[c:24]1[c:23]([CH3:29])[cH:22][c:21](-[c:18]2[n:17][c:16]([CH3:15])[o:20][n:19]2)[cH:26][c:25]1[CH3:27].